From a dataset of the Open Reaction Database (ORD), a public repository of structured organic reaction records. describe an organic reaction: reactants, conditions, products, and yield Procedure details: 50 parts of butadiene rubber latex powder, 36 parts of styrene, 14 parts of acrylonitrile, and 150 parts of deionized water were blended. To the blend, 1.0 parts of potassium oleate, 0.4 parts of cumenhydroperoxide, 0.2 parts of mercaptan-containing chain transfer agent, 0.4 parts of glucose, 0.01 parts of ferrous sulfate hydrate, and 0.3 parts of sodium pyrophosphate were added. The blend was kept at 75° C. for 5 hours to obtain g-ABS latex. To the g-ABS latex, 0.4 parts of sulfuric acid was ad... The reactants are C(CCCCCCC\C=C/CCCCCCCC)(=O)[O-].[K+] (potassium oleate), mercaptan, O=C[C@H](O)[C@@H](O)[C@H](O)[C@H](O)CO (glucose), ferrous sulfate hydrate, [O-]P([O-])(=O)OP(=O)([O-])[O-].[Na+].[Na+].[Na+].[Na+] (sodium pyrophosphate), C=CC=C (butadiene), S(O)(O)(=O)=O (sulfuric acid), C=CC1=CC=CC=C1 (styrene), C(C=C)#N (acrylonitrile). As a reaction SMILES: [CH2:1]=[CH:2][CH:3]=[CH2:4].[CH2:5]=[CH:6][C:7]1[CH:12]=[CH:11][CH:10]=[CH:9][CH:8]=1.[C:13](#[N:16])[CH:14]=[CH2:15].C([O-])(=O)CCCCCCC/C=C\CCCCCCCC.[K+].O=C[C@@H]([C@H]([C@@H]([C@@H](CO)O)O)O)O.[O-]P(OP([O-])([O-])=O)(=O)[O-].[Na+].[Na+].[Na+].[Na+].S(=O)(=O)(O)O>O>[CH2:5]=[CH:6][C:7]1[CH:12]=[CH:11][CH:10]=[CH:9][CH:8]=1.[CH2:1]=[CH:2][CH:3]=[CH2:4].[C:13](#[N:16])[CH:14]=[CH2:15] |f:3.4,6.7.8.9.10,13.14.15|. Product: C=CC1=CC=CC=C1.C=CC=C.C(C=C)#N (acrylonitrile-butadiene-styrene). Conditions: time 5 hour. The solvent is O (water). The reactants are FC=1C(=NC=CC1)C(=O)O (3-fluoropicolinic acid), S(=O)(Cl)Cl (thionyl chloride). The solvent is C1(=CC=CC=C1)C (toluene). Product: FC=1C(=NC=CC1)C(=O)Cl (3-Fluoropicolinoyl chloride). The yield is 98.2%. As a reaction SMILES: [F:1][C:2]1[C:3]([C:8]([OH:10])=O)=[N:4][CH:5]=[CH:6][CH:7]=1.S(Cl)([Cl:13])=O>C1(C)C=CC=CC=1>[F:1][C:2]1[C:3]([C:8]([Cl:13])=[O:10])=[N:4][CH:5]=[CH:6][CH:7]=1. Procedure: A suspension of 3-fluoropicolinic acid (4.23 g, 30 mmol) and thionyl chloride (35.7 g, 21.9 ml, 300 mmol) was heated to reflux for 15 h at which time it became a dark brown solution. Then, the heating was stopped and the reaction mixture was allowed to cool to room temperature and it was diluted with toluene. Then, the solvent and excess thionyl chloride were removed under vacuum. The residue was azeotrophed one more time with toluene and the resulting brown residue was dried under high vacuum t... Starting materials: CCOCOC1(C(=O)COC(C)=O)C(C)CC2C3CC(C)C4=CC(=O)C=CC4(C)C3(Br)C(O)CC21C, CCCC[SnH](CCCC)CCCC. Product: CCOCOC1(C(=O)COC(C)=O)C(C)CC2C3CC(C)C4=CC(=O)C=CC4(C)C3C(O)CC21C. As a reaction SMILES: [C:1]([CH3:2])(=[O:3])[O:4][CH2:5][C:6]([C:7]1([O:31][CH2:32][O:33][CH2:34][CH3:35])[CH:8]([CH3:30])[CH2:9][CH:10]2[CH:11]3[CH2:12][CH:13]([CH3:29])[C:14]4=[CH:15][C:16](=[O:28])[CH:17]=[CH:18][C:19]4([CH3:20])[C:21]3([Br:27])[CH:22]([OH:26])[CH2:23][C:24]12[CH3:25])=[O:36].[CH2:37]([SnH:38]([CH2:39][CH2:40][CH2:41][CH3:42])[CH2:43][CH2:44][CH2:45][CH3:46])[CH2:47][CH2:48][CH3:49]>>[C:1]([CH3:2])(=[O:3])[O:4][CH2:5][C:6]([C:7]1([O:31][CH2:32][O:33][CH2:34][CH3:35])[CH:8]([CH3:30])[CH2:9][CH:10]2[CH:11]3[CH2:12][CH:13]([CH3:29])[C:14]4=[CH:15][C:16](=[O:28])[CH:17]=[CH:18][C:19]4([CH3:20])[CH:21]3[CH:22]([OH:26])[CH2:23][C:24]12[CH3:25])=[O:36]. Starting materials: C1CCOC1, N#CC(F)c1ccc(Cl)cc1Cl, Cl, [Na+], [OH-]. The product is NCC(F)c1ccc(Cl)cc1Cl. As a reaction SMILES: [CH2:16]1[O:17][CH2:18][CH2:19][CH2:20]1.[Cl:1][c:2]1[c:3]([CH:9]([C:10]#[N:11])[F:12])[cH:4][cH:5][c:6]([Cl:8])[cH:7]1.[ClH:13].[Na+:15].[OH-:14]>>[Cl:1][c:2]1[c:3]([CH:9]([CH2:10][NH2:11])[F:12])[cH:4][cH:5][c:6]([Cl:8])[cH:7]1. The reactants are ClCCCC1(OCC2=CC(=CC=C12)C#N)C1=CC=C(C=C1)F (1-(3-chloropropyl)-1-(4-fluorophenyl)-1,3-dihydroisobenzofuran-5-carbonitrile), [I-].[Na+] (sodium iodide), FC1=CC=C(C=C1)C1OCC2=CC(=CC=C12)C#N (1-(4-fluorophenyl)-1,3-dihydroisobenzofuran-5-carbonitrile). Solvent: CC(=O)C (acetone). Product: ICCCC1(OCC2=CC(=CC=C12)C#N)C1=CC=C(C=C1)F (1-(3-iodopropyl)-1-(4-fluorophenyl)-1,3-dihydroisobenzofuran-5-carbonitrile). The yield is 181.0%. RXN SMILES: FC1C=CC(C2C3C(=CC(C#N)=CC=3)CO2)=CC=1.Cl[CH2:20][CH2:21][CH2:22][C:23]1([C:34]2[CH:39]=[CH:38][C:37]([F:40])=[CH:36][CH:35]=2)[C:31]2[C:26](=[CH:27][C:28]([C:32]#[N:33])=[CH:29][CH:30]=2)[CH2:25][O:24]1.[I-:41].[Na+]>CC(C)=O>[I:41][CH2:20][CH2:21][CH2:22][C:23]1([C:34]2[CH:39]=[CH:38][C:37]([F:40])=[CH:36][CH:35]=2)[C:31]2[C:26](=[CH:27][C:28]([C:32]#[N:33])=[CH:29][CH:30]=2)[CH2:25][O:24]1 |f:2.3|. Procedure details: 1-3-Iodopropyl)-1-(4-fluorophenyl)-1,3-dihydroisobenzofuran-5-carbonitrile (14a). A solution/suspension of 1-(3-chloropropyl)-1-(4-fluorophenyl)-1,3-dihydroisobenzofuran-5-carbonitrile (20 g, 35 mmol, 80% pure) and sodium iodide (285 g, 1.9 mol) in dry acetone (200 ml) was heated at reflux for 24 h. The mixture was evaporated, and partitioned between ether and water. The ether layer was separated, and was washed successively with water and brine. The organic extract was dried over anhydrous magn...